This data is from the Open Reaction Database (ORD), a public repository of structured organic reaction records. The task is: describe an organic reaction: reactants, conditions, products, and yield Reactants: OC=1C=C(CO)C=CC1 (3-hydroxybenzylalcohol), C([O-])([O-])=O.[K+].[K+] (potassium carbonate), Cl (hydrochloric acid). Run at temperature 150 celsius, time 18 hour. Run in O (water). RXN SMILES: [OH:1][C:2]1[CH:3]=[C:4]([CH:7]=[CH:8][CH:9]=1)[CH2:5][OH:6].[C:10](=O)([O-:12])[O-:11].[K+].[K+].Cl>O>[OH:1][C:2]1[CH:3]=[C:4]([CH2:5][OH:6])[CH:7]=[CH:8][C:9]=1[C:10]([OH:12])=[O:11] |f:1.2.3|. The product is OC1=C(C(=O)O)C=CC(=C1)CO (2-Hydroxy-4-hydroxymethylbenzoic acid). Procedure details: A mixture of 3-hydroxybenzylalcohol (10 g, 80 mmol) and potassium carbonate (33.35 g, 240 mmol) were stirred under carbon dioxide in a sealed vessel at 1500-2000 psi and 150° C. for 18 hours. The cooled residue was dissolved in water, acidified to pH 1 using concentrated hydrochloric acid and extracted with ethyl acetate. The combined organic extracts were washed with brine, dried (MgSO4) and evaporated under reduced pressure. The product was recrystallised from cyclohexane to afford the title c... RXN SMILES: [C:1]([C:5]1[CH:10]=[C:9]([S:11][C:12]2[S:13][CH:14]=[CH:15][N:16]=2)[CH:8]=[C:7]([C:17]([CH3:20])([CH3:19])[CH3:18])[C:6]=1[OH:21])([CH3:4])([CH3:3])[CH3:2].ClC1C=CC=C(C(OO)=[O:30])C=1>ClCCl>[C:17]([C:7]1[CH:8]=[C:9]([S:11]([C:12]2[S:13][CH:14]=[CH:15][N:16]=2)=[O:30])[CH:10]=[C:5]([C:1]([CH3:4])([CH3:3])[CH3:2])[C:6]=1[OH:21])([CH3:20])([CH3:19])[CH3:18]. Isolated yield 72.0%. Run in ClCCl (dichloromethane). The product is C(C)(C)(C)C1=C(C(=CC(=C1)S(=O)C=1SC=CN1)C(C)(C)C)O (2,6-di-tert-butyl-4-(2-thiazolylsulfinyl)phenol). Starting materials: C(C)(C)(C)C1=C(C(=CC(=C1)SC=1SC=CN1)C(C)(C)C)O (2,6-Di-tert-butyl-4-(2-thiazolylthio)phenol), ClC1=CC(=CC=C1)C(=O)OO (m-chloroperbenzoic acid). Reported procedure: 2,6-Di-tert-butyl-4-(2-thiazolylthio)phenol (produced in Example 42) (1.60 g) was dissolved in 100 ml of dichloromethane and, with stirring and ice cooling, 1.21 g of 70% m-chloroperbenzoic acid was added, and the mixture was stirred for further 30 minutes. The reaction mixture was washed with saturated aqueous sodium bicarbonate solution and then with saturated aqueous sodium chloride solution, dried over magnesium sulfate and concentrated. Purification of the crude product obtained by silica g... Starting materials: [Al+3], [H-], [H-], [H-], [H-], [Li+], CCOC(=O)c1cc(C2OCCO2)sc1CC, C1CCOC1, O. Product: CCc1sc(C2OCCO2)cc1C=O. Reaction SMILES: [Al+3:19].[H-:18].[H-:21].[H-:22].[H-:23].[Li+:20].[O:1]1[CH:2]([c:6]2[cH:7][c:8]([C:13](=[O:14])[O:15][CH2:16][CH3:17])[c:9]([CH2:11][CH3:12])[s:10]2)[O:3][CH2:4][CH2:5]1.[O:25]1[CH2:26][CH2:27][CH2:28][CH2:29]1.[OH2:24]>>[O:1]1[CH:2]([c:6]2[cH:7][c:8]([CH:13]=[O:14])[c:9]([CH2:11][CH3:12])[s:10]2)[O:3][CH2:4][CH2:5]1. Starting materials: CC1=CC(C2=C(O1)CCOC2)=O (7,8-dihydro-2-methylpyrano-[4,3-b]pyran-4(5H)-one), N (ammonia). The product is CC1=CC(C2=C(N1)CCOC2)=O (2-methyl-1,5,7,8-tetrahydropyrano[4,3-b]-pyridin-4-one). Reaction SMILES: [CH3:1][C:2]1O[C:6]2[CH2:8][CH2:9][O:10][CH2:11][C:5]=2[C:4](=[O:12])[CH:3]=1.[NH3:13]>>[CH3:1][C:2]1[NH:13][C:6]2[CH2:8][CH2:9][O:10][CH2:11][C:5]=2[C:4](=[O:12])[CH:3]=1. Reported procedure: Compound C1 (1.0 g) and aqueous ammonia solution (density, 0.91 g/ml; 15 ml) were heated at 120° C. in a sealed tube for 10 hours. Volatile material was removed by evaporation and the residue azeotroped with toluene (2×20 ml). The residue was recrystallised from a mixture of methanol and ethyl acetate to give 2-methyl-1,5,7,8-tetrahydropyrano[4,3-b]-pyridin-4-one (B1) (0.70 g), as an off-white solid, m.p. >285° C.; NMR (d6 -DMSO): 2.2(s,3H), 2.45-2.6(m,2H), 3.8(t,2H), 4.3(t,2H), 5.8(s,1H) 11.1(b... Product: CCNC(=O)Nc1ccc(Oc2ccnc3cc(OC)c(C(=O)OC)cc23)cc1F. RXN SMILES: [CH3:35][CH2:36][NH2:37].[CH3:38][S:39]([CH3:40])=[O:41].[F:1][c:2]1[c:3]([NH:25][C:26]([O:27][c:29]2[cH:30][cH:31][cH:32][cH:33][cH:34]2)=[O:28])[cH:4][cH:5][c:6]([O:8][c:9]2[cH:10][cH:11][n:12][c:13]3[cH:14][c:15]([O:23][CH3:24])[c:16]([C:19](=[O:20])[O:21][CH3:22])[cH:17][c:18]23)[cH:7]1>>[F:1][c:2]1[c:3]([NH:25][C:26](=[O:27])[NH:37][CH2:36][CH3:35])[cH:4][cH:5][c:6]([O:8][c:9]2[cH:10][cH:11][n:12][c:13]3[cH:14][c:15]([O:23][CH3:24])[c:16]([C:19](=[O:20])[O:21][CH3:22])[cH:17][c:18]23)[cH:7]1. Reactants: CCN, CS(C)=O, COC(=O)c1cc2c(Oc3ccc(NC(=O)Oc4ccccc4)c(F)c3)ccnc2cc1OC.